The task is: describe an organic reaction: reactants, conditions, products, and yield. This data is from the Open Reaction Database (ORD), a public repository of structured organic reaction records. Starting materials: C=CC1(OCc2ccccc2)C(COCc2ccccc2)OC(n2cc(C)c(=O)[nH]c2=O)C1OS(C)(=O)=O, CCO, Cl, [Na+], [OH-], O. Yields the product C=CC1(OCc2ccccc2)C(COCc2ccccc2)OC(n2cc(C)c(=O)[nH]c2=O)C1O. Reaction SMILES: [CH2:1]([c:2]1[cH:3][cH:4][cH:5][cH:6][cH:7]1)[O:8][C:9]1([CH:37]=[CH2:38])[CH:10]([O:32][S:33]([CH3:34])(=[O:35])=[O:36])[CH:11]([n:23]2[c:24](=[O:25])[nH:26][c:27](=[O:28])[c:29]([CH3:30])[cH:31]2)[O:12][CH:13]1[CH2:14][O:15][CH2:16][c:17]1[cH:18][cH:19][cH:20][cH:21][cH:22]1.[CH3:43][CH2:44][OH:45].[ClH:42].[Na+:41].[OH-:40].[OH2:39]>>[CH2:1]([c:2]1[cH:3][cH:4][cH:5][cH:6][cH:7]1)[O:8][C:9]1([CH:37]=[CH2:38])[CH:10]([OH:32])[CH:11]([n:23]2[c:24](=[O:25])[nH:26][c:27](=[O:28])[c:29]([CH3:30])[cH:31]2)[O:12][CH:13]1[CH2:14][O:15][CH2:16][c:17]1[cH:18][cH:19][cH:20][cH:21][cH:22]1.